Dataset: the Open Reaction Database (ORD), a public repository of structured organic reaction records. Task: describe an organic reaction: reactants, conditions, products, and yield Reactants: BrC1=CC=C2C=NNC(C2=C1)=O (7-bromophthalazinone), FC(OC1=CC=C(C=C1)B(O)O)(F)F (4-trifluoromethoxyphenyl boronic acid), dppf(Pd)Cl2, C([O-])([O-])=O.[K+].[K+] (potassium carbonate). Run in C1(=CC=CC=C1)C (toluene). Conditions: temperature 90 celsius. Product: FC(OC1=CC=C(C=C1)C1=CC=C2C=NNC(C2=C1)=O)(F)F (7-(4-(trifluoromethoxy)phenyl)phthalazin-1(2H)-one). As a reaction SMILES: Br[C:2]1[CH:11]=[C:10]2[C:5]([CH:6]=[N:7][NH:8][C:9]2=[O:12])=[CH:4][CH:3]=1.[F:13][C:14]([F:26])([F:25])[O:15][C:16]1[CH:21]=[CH:20][C:19](B(O)O)=[CH:18][CH:17]=1.C(=O)([O-])[O-].[K+].[K+]>C1(C)C=CC=CC=1>[F:13][C:14]([F:25])([F:26])[O:15][C:16]1[CH:21]=[CH:20][C:19]([C:2]2[CH:11]=[C:10]3[C:5]([CH:6]=[N:7][NH:8][C:9]3=[O:12])=[CH:4][CH:3]=2)=[CH:18][CH:17]=1 |f:2.3.4|. Reported procedure: A mixture of 7-bromophthalazinone (1.09 g, 4.84 mmol), 4-trifluoromethoxyphenyl boronic acid (1.20 g, 5.81 mmol), dppf(Pd)Cl2 (177 mg, 0.242 mmol), potassium carbonate (1.34 g, 9.68 mmol) in degassed toluene (4 mL), degassed water (2 mL) and degassed isopropanol (2 mL) was heated at 90° C. for 12 hours. The layers were separated, the organic layer was concentrated and the residue was purified by trituration with hexanes/ethyl acetate to provide 7-(4-(trifluoromethoxy)phenyl)phthalazin-1(2H)-one ... Starting materials: CuBr, S(C)C (SMe2), BrC1=C(C=C(C#N)C=C1)C (4-bromo-3-methylbenzonitrile), solution, C(C)(C)(C)[Li] (tert-butyl lithium), C1CCOC1 (THF). Solvent: CCCCC (pentane). Run at time 5 minute. Product: OC1=C(C=C(C#N)C=C1)C (4-Hydroxy-3-methylbenzonitrile). RXN SMILES: Br[C:2]1[CH:9]=[CH:8][C:5]([C:6]#[N:7])=[CH:4][C:3]=1[CH3:10].C([Li])(C)(C)C.S(C)C.C1C[O:22]CC1>CCCCC>[OH:22][C:2]1[CH:9]=[CH:8][C:5]([C:6]#[N:7])=[CH:4][C:3]=1[CH3:10]. Procedure details: To a solution of 4-bromo-3-methylbenzonitrile (7.07 g, 36.1 mmol) in 225 mL of THF at -78° C. is added a 1.7 M solution of tert-butyl lithium (45.6 mL, 77.6 mmol) in pentane. After 5 minutes, CuBr.SMe2 (15.9 g, 77.6 mmol) is added. The resulting solution is stirred for 10 minutes, then O2 is slowly bubbled through the reaction mixture for 30 minutes. After this time, the solution is allowed to warm to ambient temperatures. The solution is stirred for 16 hours. The solution is then poured into 10... Procedure: To 0.03 g (0.127 mmol) of 4-chloro-3-(4-aminophenyl)-1H-pyrrole-2-carboxamide dissolved in 2.7 cm3 of tetrahydrofuran is added, at a temperature in the region of 20° C. under an argon atmosphere, 0.019 cm3 (0.134 mmol) of 2-fluoro-5-trifluoromethylphenyl isocyanate. After stirring for 2 hours at a temperature in the region of 20° C., the reaction mixture is concentrated to dryness under reduced pressure (2.7 kPa) to give a residue, which is recrystallized from 4 cm3 of acetonitrile. After filter... Yield: 66.1%. Reaction SMILES: [Cl:1][C:2]1[C:3]([C:10]2[CH:15]=[CH:14][C:13]([NH2:16])=[CH:12][CH:11]=2)=[C:4]([C:7]([NH2:9])=[O:8])[NH:5][CH:6]=1.[F:17][C:18]1[CH:23]=[CH:22][C:21]([C:24]([F:27])([F:26])[F:25])=[CH:20][C:19]=1[N:28]=[C:29]=[O:30]>O1CCCC1>[Cl:1][C:2]1[C:3]([C:10]2[CH:15]=[CH:14][C:13]([NH:16][C:29]([NH:28][C:19]3[CH:20]=[C:21]([C:24]([F:25])([F:27])[F:26])[CH:22]=[CH:23][C:18]=3[F:17])=[O:30])=[CH:12][CH:11]=2)=[C:4]([C:7]([NH2:9])=[O:8])[NH:5][CH:6]=1. Run in O1CCCC1 (tetrahydrofuran). Conditions: temperature 20 celsius, time 2 hour. Reactants: ClC=1C(=C(NC1)C(=O)N)C1=CC=C(C=C1)N (4-chloro-3-(4-aminophenyl)-1H-pyrrole-2-carboxamide), FC1=C(C=C(C=C1)C(F)(F)F)N=C=O (2-fluoro-5-trifluoromethylphenyl isocyanate). Yields the product ClC=1C(=C(NC1)C(=O)N)C1=CC=C(C=C1)NC(=O)NC1=C(C=CC(=C1)C(F)(F)F)F (4-chloro-3-{4-[3-(2-fluoro-5-trifluoromethylphenyl)-ureido]phenyl}-1H-pyrrole-2-carboxamide).